Task: describe an organic reaction: reactants, conditions, products, and yield. Dataset: the Open Reaction Database (ORD), a public repository of structured organic reaction records The reactants are [Mg] (Magnesium), BrCCC1=CC=CC=C1 ((2-bromoethyl) benzene), II (Iodine), BrCCC1=CC=CC=C1 ((2-bromoethyl)benzene), II (Iodine), N=1C=C(N2C1SC1=C2C=CC=C1)C=O (imidazo[2,1-b]benzothiazole-3-carboxaldehyde). Solvent: C1CCOC1 (THF). The product is C1(=CC=CC=C1)CCC(O)C1=CN=C2SC3=C(N21)C=CC=C3 (α-(2-phenylethyl)-imidazo[2,1-b]benzothiazole-3-methanol). RXN SMILES: [Mg].Br[CH2:3][CH2:4][C:5]1[CH:10]=[CH:9][CH:8]=[CH:7][CH:6]=1.II.[N:13]1[CH:14]=[C:15]([CH:25]=[O:26])[N:16]2[C:20]3[CH:21]=[CH:22][CH:23]=[CH:24][C:19]=3[S:18][C:17]=12>C1COCC1>[C:5]1([CH2:4][CH2:3][CH:25]([C:15]2[N:16]3[C:17]([S:18][C:19]4[CH:24]=[CH:23][CH:22]=[CH:21][C:20]=43)=[N:13][CH:14]=2)[OH:26])[CH:10]=[CH:9][CH:8]=[CH:7][CH:6]=1. Procedure details: Magnesium metal (0.29 g), 12 g atom) in dry THF (70 mL) was treated with (2-bromoethyl) benzene (0.44 mL) and an Iodine crystal. When the Iodine color had discharged additional (2-bromoethyl)benzene (1.2 mL) was added and the suspension was reacted for 24 hours. Solid imidazo[2,1-b]benzothiazole-3-carboxaldehyde (Formula J-3) (0.606 g, 3.0 mmol) was added and the mixture was reacted for 1.25 hours. The solution was decanted into 5% NH4Cl solution (250 mL) and the mixture was extracted with ethyl... Reactants: ClCCl, NC(CO)c1ccccc1, O=S(Cl)Cl, c1ccncc1, O=C(O)c1cccnc1Oc1cccnc1. The product is O=C(NC(CO)c1ccccc1)c1cccnc1Oc1cccnc1. Reaction SMILES: [CH2:37]([Cl:38])[Cl:39].[OH:17][CH2:18][CH:19]([c:20]1[cH:21][cH:22][cH:23][cH:24][cH:25]1)[NH2:26].[S:27]([Cl:28])([Cl:29])=[O:30].[cH:31]1[cH:32][cH:33][n:34][cH:35][cH:36]1.[n:1]1[cH:2][c:3]([O:7][c:8]2[c:9]([C:10](=[O:11])[OH:12])[cH:13][cH:14][cH:15][n:16]2)[cH:4][cH:5][cH:6]1>>[n:1]1[cH:2][c:3]([O:7][c:8]2[c:9]([C:10](=[O:12])[NH:26][CH:19]([CH2:18][OH:17])[c:20]3[cH:21][cH:22][cH:23][cH:24][cH:25]3)[cH:13][cH:14][cH:15][n:16]2)[cH:4][cH:5][cH:6]1. The reactants are ClC1=CC=C(C=C1)S (p-chlorobenzenethiol). The solvent is N1=CC=CC=C1 (pyridine). Product: ClC1=CC=C(C=C1)SSC1=CC=C(C=C1)Cl (bis(p-chlorophenyl) disulfide). As a reaction SMILES: [Cl:1][C:2]1[CH:7]=[CH:6][C:5]([SH:8])=[CH:4][CH:3]=1>N1C=CC=CC=1>[Cl:1][C:2]1[CH:7]=[CH:6][C:5]([S:8][S:8][C:5]2[CH:6]=[CH:7][C:2]([Cl:1])=[CH:3][CH:4]=2)=[CH:4][CH:3]=1. Reported procedure: To a solution of 1.4 g. of p-chlorobenzenethiol in 5 ml. pyridine, 960 mg. of methyl xanthide was added in one portion. Evaporation of excess pyridine and volatile byproduct gave the known bis(p-chlorophenyl) disulfide in quantitative yield (1.4 g.). No free thiol could be detected by titration with iodine. The product was easily recrystallized from ethanol. Similar results were obtained using ethyl instead of methyl xanthide. Starting materials: FCC(=C(F)F)C(F)F, O, O=S(=O)(O)O. Product: OC(CF)(C(F)F)C(F)F. Reaction SMILES: [F:1][CH2:2][C:3](=[C:4]([F:5])[F:6])[CH:7]([F:8])[F:9].[OH2:15].[S:10]([OH:11])(=[O:12])(=[O:13])[OH:14]>>[F:1][CH2:2][C:3]([CH:4]([F:5])[F:6])([CH:7]([F:8])[F:9])[OH:11]. Yields the product CCOC(=O)c1cn2c(-c3cccs3)cnc(N3CCNCC3)c2n1. Starting materials: CCOC(=O)c1cn2c(-c3cccs3)cnc(N3CCN(C(=O)OC(C)(C)C)CC3)c2n1, ClCCl, O=C(O)C(F)(F)F. Reaction SMILES: [C:1]([O:2][C:3](=[O:4])[N:8]1[CH2:9][CH2:10][N:11]([c:14]2[c:15]3[n:16]([c:17](-[c:20]4[s:21][cH:22][cH:23][cH:24]4)[cH:18][n:19]2)[cH:25][c:26]([C:28](=[O:29])[O:30][CH2:31][CH3:32])[n:27]3)[CH2:12][CH2:13]1)([CH3:5])([CH3:6])[CH3:7].[Cl:40][CH2:41][Cl:42].[OH:33][C:34]([C:35]([F:36])([F:37])[F:38])=[O:39]>>[NH:8]1[CH2:9][CH2:10][N:11]([c:14]2[c:15]3[n:16]([c:17](-[c:20]4[s:21][cH:22][cH:23][cH:24]4)[cH:18][n:19]2)[cH:25][c:26]([C:28](=[O:29])[O:30][CH2:31][CH3:32])[n:27]3)[CH2:12][CH2:13]1. Reactants: [BH4-], Cc1ccc(C=O)cc1, CCO, CCOC(=O)N1CCNCC1, [Na+]. Yields the product CCOC(=O)N1CCN(Cc2ccc(C)cc2)CC1. As a reaction SMILES: [BH4-:1].[CH3:14][c:15]1[cH:16][cH:17][c:18]([CH:19]=[O:20])[cH:21][cH:22]1.[CH3:23][CH2:24][OH:25].[N:3]1([C:9](=[O:10])[O:11][CH2:12][CH3:13])[CH2:4][CH2:5][NH:6][CH2:7][CH2:8]1.[Na+:2]>>[N:3]1([C:9](=[O:10])[O:11][CH2:12][CH3:13])[CH2:4][CH2:5][N:6]([CH2:19][c:18]2[cH:17][cH:16][c:15]([CH3:14])[cH:22][cH:21]2)[CH2:7][CH2:8]1.